Dataset: the Open Reaction Database (ORD), a public repository of structured organic reaction records. Task: describe an organic reaction: reactants, conditions, products, and yield Starting materials: COc1ccc(C#N)c2sccc12, CCCCCCCCCCCCCC(C)(C)S, CN(C)P(=O)(N(C)C)N(C)C, [Na+], [OH-]. Yields the product N#Cc1ccc(O)c2ccsc12. Reaction SMILES: [CH3:18][O:19][c:20]1[cH:21][cH:22][c:23]([C:29]#[N:30])[c:24]2[c:25]1[cH:26][cH:27][s:28]2.[CH3:1][C:2]([SH:3])([CH2:4][CH2:5][CH2:6][CH2:7][CH2:8][CH2:9][CH2:10][CH2:11][CH2:12][CH2:13][CH2:14][CH2:15][CH3:16])[CH3:17].[CH3:33][N:34]([CH3:35])[P:36](=[O:37])([N:38]([CH3:39])[CH3:40])[N:41]([CH3:42])[CH3:43].[Na+:32].[OH-:31]>>[OH:19][c:20]1[cH:21][cH:22][c:23]([C:29]#[N:30])[c:24]2[c:25]1[cH:26][cH:27][s:28]2. Yields the product FC(CNC(OC[C@H]1NC[C@H](OC1)COC1=C(C=CC=C1F)NC([C@H](C(C1=CC=C(C=C1)F)C1=CC=C(C=C1)F)N)=O)=O)(F)F (((3S,6S)-6-((2-((S)-2-amino-3,3-bis(4-fluorophenyl)propanamido)-6-fluorophenoxy)methyl)morpholin-3-yl)methyl (2,2,2-trifluoroethyl)carbamate). Solvent: O1CCOCC1 (dioxane), O1CCOCC1 (Dioxane). Conditions: time 8 hour. Starting materials: Cl (HCl), C(C)(C)(C)OC(=O)N[C@@H](C(C1=CC=C(C=C1)F)C1=CC=C(C=C1)F)C(=O)NC1=C(OC[C@@H]2CN([C@@H](CO2)COC(=O)NCC(F)(F)F)C(=O)OC(C)(C)C)C(=CC=C1)F (tert-butyl (2S,5S)-2-[(2-{[N-(tert-butoxycarbonyl)-4-fluoro-β-(4-fluorophenyl)-L-phenylalanyl]amino}-6-fluorophenoxy)methyl]-5-[({[(2,2,2-trifluoroethyl)amino]carbonyl}oxy)methyl]morpholine-4-carboxylate). Reaction SMILES: Cl.C(OC([NH:9][C@H:10]([C:26]([NH:28][C:29]1[CH:59]=[CH:58][CH:57]=[C:56]([F:60])[C:30]=1[O:31][CH2:32][C@H:33]1[O:38][CH2:37][C@@H:36]([CH2:39][O:40][C:41]([NH:43][CH2:44][C:45]([F:48])([F:47])[F:46])=[O:42])[N:35](C(OC(C)(C)C)=O)[CH2:34]1)=[O:27])[CH:11]([C:19]1[CH:24]=[CH:23][C:22]([F:25])=[CH:21][CH:20]=1)[C:12]1[CH:17]=[CH:16][C:15]([F:18])=[CH:14][CH:13]=1)=O)(C)(C)C>O1CCOCC1>[F:48][C:45]([F:46])([F:47])[CH2:44][NH:43][C:41](=[O:42])[O:40][CH2:39][C@@H:36]1[CH2:37][O:38][C@H:33]([CH2:32][O:31][C:30]2[C:56]([F:60])=[CH:57][CH:58]=[CH:59][C:29]=2[NH:28][C:26](=[O:27])[C@@H:10]([NH2:9])[CH:11]([C:12]2[CH:13]=[CH:14][C:15]([F:18])=[CH:16][CH:17]=2)[C:19]2[CH:24]=[CH:23][C:22]([F:25])=[CH:21][CH:20]=2)[CH2:34][NH:35]1. Procedure details: 4M HCl (922 μl, 3.69 mmol) in dioxane was added to a solution of tert-butyl (2S,5S)-2-[(2-{[N-(tert-butoxycarbonyl)-4-fluoro-β-(4-fluorophenyl)-L-phenylalanyl]amino}-6-fluorophenoxy)methyl]-5-[({[(2,2,2-trifluoroethyl)amino]carbonyl}oxy)methyl]morpholine-4-carboxylate (310 mg, 0.369 mmol) in Dioxane (3.69 ml) at room temperature and the reaction stirred until complete by LC/MS (8 hrs). The solvent was removed in vacuo and ether was added to the residue. The desired product was filtered off to af... Yield: 96.2%. Reactants: Clc1ncccc1Br, C1CCOC1, CC(C)[Mg+], [Cl-], O=C1CCOCC1. Product: OC1(c2cccnc2Cl)CCOCC1. Reaction SMILES: [Br:1][c:2]1[c:3]([Cl:8])[n:4][cH:5][cH:6][cH:7]1.[CH2:21]1[O:22][CH2:23][CH2:24][CH2:25]1.[CH:10]([Mg+:11])([CH3:12])[CH3:13].[Cl-:9].[O:14]1[CH2:15][CH2:16][C:17](=[O:20])[CH2:18][CH2:19]1>>[c:2]1([C:17]2([OH:20])[CH2:16][CH2:15][O:14][CH2:19][CH2:18]2)[c:3]([Cl:8])[n:4][cH:5][cH:6][cH:7]1. Reactants: CC(C)(C)c1ccc(C(=O)Nc2cccc(Br)c2Br)cc1, COc1ccc(P2(=S)SP(=S)(c3ccc(OC)cc3)S2)cc1, Cc1ccccc1. The product is CC(C)(C)c1ccc(C(=S)Nc2cccc(Br)c2Br)cc1. Reaction SMILES: [C:1]([CH3:2])([CH3:3])([CH3:4])[c:5]1[cH:6][cH:7][c:8]([C:9](=[O:10])[NH:11][c:12]2[c:13]([Br:19])[c:14]([Br:18])[cH:15][cH:16][cH:17]2)[cH:20][cH:21]1.[CH3:22][O:23][c:24]1[cH:25][cH:26][c:27]([P:28]2(=[S:31])[S:29][P:30]([c:32]3[cH:33][cH:34][c:35]([O:36][CH3:37])[cH:38][cH:39]3)(=[S:40])[S:41]2)[cH:42][cH:43]1.[CH3:44][c:45]1[cH:46][cH:47][cH:48][cH:49][cH:50]1>>[C:1]([CH3:2])([CH3:3])([CH3:4])[c:5]1[cH:6][cH:7][c:8]([C:9]([NH:11][c:12]2[c:13]([Br:19])[c:14]([Br:18])[cH:15][cH:16][cH:17]2)=[S:31])[cH:20][cH:21]1. Reactants: CCN=C=NCCCN(C)C, CCN(C(C)C)C(C)C, ClCCl, O, O=C(O)c1ccc(O)cn1, On1nnc2ccccc21, NCCCc1ccccc1. Product: O=C(NCCCc1ccccc1)c1ccc(O)cn1. RXN SMILES: [CH3:31][CH2:32][N:33]=[C:34]=[N:35][CH2:36][CH2:37][CH2:38][N:39]([CH3:40])[CH3:41].[CH:11]([N:12]([CH:13]([CH3:14])[CH3:15])[CH2:16][CH3:17])([CH3:18])[CH3:19].[Cl:52][CH2:53][Cl:54].[OH2:20].[OH:1][c:2]1[cH:3][cH:4][c:5]([C:8](=[O:9])[OH:10])[n:6][cH:7]1.[OH:21][n:22]1[c:23]2[cH:24][cH:25][cH:26][cH:27][c:28]2[n:29][n:30]1.[c:42]1([CH2:48][CH2:49][CH2:50][NH2:51])[cH:43][cH:44][cH:45][cH:46][cH:47]1>>[OH:1][c:2]1[cH:3][cH:4][c:5]([C:8](=[O:10])[NH:51][CH2:50][CH2:49][CH2:48][c:42]2[cH:43][cH:44][cH:45][cH:46][cH:47]2)[n:6][cH:7]1. Reactants: BrC1=C(OCCN)C=CC=C1 (2-(2-bromophenoxy)ethanamine), FC1=C(C=CC(=C1)B1OC(C(O1)(C)C)(C)C)C=1C=NC(=NC1)N (5-(2-fluoro-4-(4,4,5,5-tetramethyl-1,3,2-dioxaborolan-2-yl)phenyl)pyrimidin-2-amine). The product is NCCOC1=C(C=CC=C1)C1=CC(=C(C=C1)C=1C=NC(=NC1)N)F (5-[2′-(2-Aminoethoxy)-3-fluorobiphenyl-4-yl]pyrimidin-2-amine). Reaction SMILES: Br[C:2]1[CH:11]=[CH:10][CH:9]=[CH:8][C:3]=1[O:4][CH2:5][CH2:6][NH2:7].[F:12][C:13]1[CH:18]=[C:17](B2OC(C)(C)C(C)(C)O2)[CH:16]=[CH:15][C:14]=1[C:28]1[CH:29]=[N:30][C:31]([NH2:34])=[N:32][CH:33]=1>>[NH2:7][CH2:6][CH2:5][O:4][C:3]1[CH:8]=[CH:9][CH:10]=[CH:11][C:2]=1[C:17]1[CH:16]=[CH:15][C:14]([C:28]2[CH:33]=[N:32][C:31]([NH2:34])=[N:30][CH:29]=2)=[C:13]([F:12])[CH:18]=1. Reported procedure: The title compound was prepared in a manner similar to that described in Example 88 using 2-(2-bromophenoxy)ethanamine and 5-(2-fluoro-4-(4,4,5,5-tetramethyl-1,3,2-dioxaborolan-2-yl)phenyl)pyrimidin-2-amine. MS (ESI): mass calcd. for C18H17FN4O, 324.14; m/z found, 325.0 [M+H]+. 1H NMR (400 MHz, DMSO-d6) δ 8.47 (d, J=0.9, 2H), 8.29 (s, 1H), 7.58-7.54 (m, 1H), 7.53-7.49 (m, 1H), 7.45 (dd, J=8.0, 1.4, 1H), 7.39-7.34 (m, 2H), 7.15 (d, J=8.1, 1H), 7.09-7.05 (m, 1H), 6.86 (s, 2H), 4.13 (t, J=5.4, 2H),... The reactants are ClC1=CC(=CC=C1)C(=O)OO (3-chloroperbenzoic acid), ClC1=CC(=C(C=C1OCC#C)C1=NN(C(=C1C)SC)C)F (3-(4-chloro-2-fluoro-5-propargyloxyphenyl)-4-methyl-5-(methylthio)-1-methyl-[1H]-pyrazole). RXN SMILES: ClC1C=CC=C(C(OO)=[O:9])C=1.[Cl:12][C:13]1[C:18]([O:19][CH2:20][C:21]#[CH:22])=[CH:17][C:16]([C:23]2[C:27]([CH3:28])=[C:26]([S:29][CH3:30])[N:25]([CH3:31])[N:24]=2)=[C:15]([F:32])[CH:14]=1>ClCCl>[Cl:12][C:13]1[C:18]([O:19][CH2:20][C:21]#[CH:22])=[CH:17][C:16]([C:23]2[C:27]([CH3:28])=[C:26]([S:29]([CH3:30])=[O:9])[N:25]([CH3:31])[N:24]=2)=[C:15]([F:32])[CH:14]=1. The solvent is ClCCl (dichloromethane), ClCCl (dichloromethane). Conditions: temperature 22 celsius, time 8 hour. Yields the product ClC1=CC(=C(C=C1OCC#C)C1=NN(C(=C1C)S(=O)C)C)F (3-(4-Chloro-2-fluoro-5-propargyloxyphenyl)-4-methyl-5-(methylsulfinyl)-1-methyl-[1H]-pyrazole). Reported procedure: A solution of 1.57 g (0.005 mol) of 50-60% 3-chloroperbenzoic acid in 30 ml of dichloromethane is added dropwise at 0-5° C. to a solution of 1.7 g (0.005 mol) of 3-(4-chloro-2-fluoro-5-propargyloxyphenyl)-4-methyl-5-(methylthio)-1-methyl-[1H]-pyrazole (Example P12) in 20 ml of dichloromethane. After being stirred overnight at 22° C., the reaction mixture is washed with a dilute sodium hydrogen carbonate solution, then with water and concentrated by evaporation, and the resulting residue is recry...